Dataset: the Open Reaction Database (ORD), a public repository of structured organic reaction records. Task: describe an organic reaction: reactants, conditions, products, and yield Reactants: ClCCCBr, O=C1Cc2ccccc2CC(=O)N1, CCCC[O-], CN(C)C=O, [K], O. Yields the product O=C1Cc2ccccc2CC(=O)N1CCCCl. RXN SMILES: [Br:20][CH2:21][CH2:22][CH2:23][Cl:24].[CH2:1]1[C:2](=[O:13])[NH:3][C:4](=[O:12])[CH2:5][c:6]2[c:7]1[cH:8][cH:9][cH:10][cH:11]2.[CH3:15][CH2:16][CH2:17][CH2:18][O-:19].[CH3:25][N:26]([CH3:27])[CH:28]=[O:29].[K:14].[OH2:30]>>[CH2:1]1[C:2](=[O:13])[N:3]([CH2:21][CH2:22][CH2:23][Cl:24])[C:4](=[O:12])[CH2:5][c:6]2[c:7]1[cH:8][cH:9][cH:10][cH:11]2. Yield: 99.3%. Run at time 20 minute. The reactants are [BH4-].[Na+] (NaBH4), O1C=CC2=C1C=CC(=C2)C=O (5-benzofurancarboxaldehyde), [NH4+].[Cl-] (NH4Cl). Run in C(C)(=O)OCC (ethyl acetate), CO (MeOH). RXN SMILES: [O:1]1[C:5]2[CH:6]=[CH:7][C:8]([CH:10]=[O:11])=[CH:9][C:4]=2[CH:3]=[CH:2]1.[BH4-].[Na+].[NH4+].[Cl-]>CO.C(OCC)(=O)C>[O:1]1[C:5]2[CH:6]=[CH:7][C:8]([CH2:10][OH:11])=[CH:9][C:4]=2[CH:3]=[CH:2]1 |f:1.2,3.4|. Procedure details: A solution of 5-benzofurancarboxaldehyde (10 g, 68 mmol) in MeOH (40 mL) was cooled in an ice bath. NaBH4 (3.84 g, 102 mmol) was added over a period of 2 hr and stirring continued for 20 min. Saturated NH4Cl was added. The mixture was suspended in ethyl acetate (100 mL) and the solid was filtered off. The solution was concentrated, partitioned between ethyl acetate and brine, dried over anhydrous Na2SO4, concentrated and dried under high vacuum to furnish benzofuran-5-ylmethanol (10 g, 100%) as ... Product: O1C=CC2=C1C=CC(=C2)CO (benzofuran-5-ylmethanol). The reactants are ClC1=CC(=C(OCC(=O)OC(C)(C)C)C=C1)C=1C=NC(=NC1)S(=O)(=O)CCC (tert-Butyl {4-chloro-2-[2-(propylsulfonyl)pyrimidin-5-yl]phenoxy}acetate), N1CCCCC1 (piperidine). Yields the product ClC1=CC(=C(OCC(=O)O)C=C1)C=1C=NC(=NC1)N1CCCCC1 ([4-Chloro-2-(2-piperidin-1-ylpyrimidin-5-yl)phenoxy]acetic acid). As a reaction SMILES: [Cl:1][C:2]1[CH:16]=[CH:15][C:5]([O:6][CH2:7][C:8]([O:10]C(C)(C)C)=[O:9])=[C:4]([C:17]2[CH:18]=[N:19][C:20](S(CCC)(=O)=O)=[N:21][CH:22]=2)[CH:3]=1.[NH:29]1[CH2:34][CH2:33][CH2:32][CH2:31][CH2:30]1>>[Cl:1][C:2]1[CH:16]=[CH:15][C:5]([O:6][CH2:7][C:8]([OH:10])=[O:9])=[C:4]([C:17]2[CH:22]=[N:21][C:20]([N:29]3[CH2:34][CH2:33][CH2:32][CH2:31][CH2:30]3)=[N:19][CH:18]=2)[CH:3]=1. Procedure details: The title compound was prepared from the product of example 20 step (iv) and piperidine by the method of example 20 step (v). Reactants: CC(C)(C)[Si](O[C@H]1[C@@H](O[C@@H]([C@H]1O[Si](C)(C)C(C)(C)C)CO[Si](C)(C)C(C)(C)C)N1C(=O)NC(=O)C=C1)(C)C (2',3',5'-tris-O-((1,1-dimethylethyl)dimethylsilyl)uridine), CC(C)(C)C1=CC=C(C=O)C=C1 (4-(1,1-dimethylethyl)benzaldehyde). Product: CC(C)(C)C1=CC=C(C=C1)C(C=1C(NC(N([C@H]2[C@H](O[Si](C)(C)C(C)(C)C)[C@H](O[Si](C)(C)C(C)(C)C)[C@@H](CO[Si](C)(C)C(C)(C)C)O2)C1)=O)=O)O (5-((4-(1,1-Dimethylethyl)phenyl)hydroxymethyl)-2',3',5'-tris-O-((1,1-dimethylethyl)dimethylsilyl)uridine). As a reaction SMILES: [CH3:1][C:2]([Si:5]([CH3:38])([CH3:37])[O:6][C@@H:7]1[C@H:11]([O:12][Si:13]([C:16]([CH3:19])([CH3:18])[CH3:17])([CH3:15])[CH3:14])[C@@H:10]([CH2:20][O:21][Si:22]([C:25]([CH3:28])([CH3:27])[CH3:26])([CH3:24])[CH3:23])[O:9][C@H:8]1[N:29]1[CH:36]=[CH:35][C:33](=[O:34])[NH:32][C:30]1=[O:31])([CH3:4])[CH3:3].[CH3:39][C:40]([C:43]1[CH:50]=[CH:49][C:46]([CH:47]=[O:48])=[CH:45][CH:44]=1)([CH3:42])[CH3:41]>>[CH3:42][C:40]([C:43]1[CH:44]=[CH:45][C:46]([CH:47]([OH:48])[C:35]2[C:33](=[O:34])[NH:32][C:30](=[O:31])[N:29]([CH:36]=2)[C@@H:8]2[O:9][C@H:10]([CH2:20][O:21][Si:22]([C:25]([CH3:26])([CH3:27])[CH3:28])([CH3:23])[CH3:24])[C@@H:11]([O:12][Si:13]([C:16]([CH3:17])([CH3:18])[CH3:19])([CH3:14])[CH3:15])[C@H:7]2[O:6][Si:5]([C:2]([CH3:1])([CH3:3])[CH3:4])([CH3:38])[CH3:37])=[CH:49][CH:50]=1)([CH3:39])[CH3:41]. Reported procedure: 5-((4-(1,1-Dimethylethyl)phenyl)hydroxymethyl)-2',3',5'-tris-O-((1,1-dimethylethyl)dimethylsilyl)uridine was prepared from 2',3',5'-tris-O-((1,1-dimethylethyl)dimethylsilyl)uridine according to the method of Example 1 step (i) (using 4-(1,1-dimethylethyl)benzaldehyde instead of benzophenone) as a colourless foam. Reactants: [Li]CCCC, Cc1ccccn1, COCN1c2cc(C(=O)OC)ccc2Sc2nccnc21, CCCCCC, CCOC(C)=O, CC(C)NC(C)C, [Cl-], [NH4+], C1CCOC1. The product is COCN1c2cc(C(=O)Cc3ccccn3)ccc2Sc2nccnc21. Reaction SMILES: [CH2:8]([Li:9])[CH2:10][CH2:11][CH3:12].[CH3:13][c:14]1[cH:15][cH:16][cH:17][cH:18][n:19]1.[CH3:20][O:21][C:22](=[O:23])[c:24]1[cH:25][cH:26][c:27]2[c:28]([cH:40]1)[N:29]([CH2:37][O:38][CH3:39])[c:30]1[c:31]([n:33][cH:34][cH:35][n:36]1)[S:32]2.[CH3:48][CH2:49][CH2:50][CH2:51][CH2:52][CH3:53].[CH3:54][CH2:55][O:56][C:57](=[O:58])[CH3:59].[CH:1]([NH:2][CH:3]([CH3:4])[CH3:5])([CH3:6])[CH3:7].[Cl-:41].[NH4+:42].[O:43]1[CH2:44][CH2:45][CH2:46][CH2:47]1>>[CH2:13]([c:14]1[cH:15][cH:16][cH:17][cH:18][n:19]1)[C:22](=[O:21])[c:24]1[cH:25][cH:26][c:27]2[c:28]([cH:40]1)[N:29]([CH2:37][O:38][CH3:39])[c:30]1[c:31]([n:33][cH:34][cH:35][n:36]1)[S:32]2. Starting materials: C(C1=CC=CC=C1)N1N=CC(=C1)C=1C(=NC(=CC1)N1CC2=C(C=CC=C2CC1)C(NC=1SC2=C(N1)C=C(C(=C2)F)F)=O)C(=O)OC(C)(C)C (tert-butyl 3-(1-benzyl-1H-pyrazol-4-yl)-6-(8-(5,6-difluorobenzo[d]thiazol-2-ylcarbamoyl)-3,4-dihydroisoquinolin-2(1H)-yl)picolinate), C(=O)(C(F)(F)F)O (TFA). Run in ClCCl (dichloromethane). Reaction conditions: time 8 hour. The product is C(C1=CC=CC=C1)N1N=CC(=C1)C=1C(=NC(=CC1)N1CC2=C(C=CC=C2CC1)C(NC=1SC2=C(N1)C=C(C(=C2)F)F)=O)C(=O)O (3-(1-benzyl-1H-pyrazol-4-yl)-6-{8-[(5,6-difluoro-1,3-benzothiazol-2-yl)carbamoyl]-3,4-dihydroisoquinolin-2(1H)-yl}pyridine-2-carboxylic acid). Reaction SMILES: [CH2:1]([N:8]1[CH:12]=[C:11]([C:13]2[C:14]([C:43]([O:45]C(C)(C)C)=[O:44])=[N:15][C:16]([N:19]3[CH2:28][CH2:27][C:26]4[C:21](=[C:22]([C:29](=[O:42])[NH:30][C:31]5[S:32][C:33]6[CH:39]=[C:38]([F:40])[C:37]([F:41])=[CH:36][C:34]=6[N:35]=5)[CH:23]=[CH:24][CH:25]=4)[CH2:20]3)=[CH:17][CH:18]=2)[CH:10]=[N:9]1)[C:2]1[CH:7]=[CH:6][CH:5]=[CH:4][CH:3]=1.C(O)(C(F)(F)F)=O>ClCCl>[CH2:1]([N:8]1[CH:12]=[C:11]([C:13]2[C:14]([C:43]([OH:45])=[O:44])=[N:15][C:16]([N:19]3[CH2:28][CH2:27][C:26]4[C:21](=[C:22]([C:29](=[O:42])[NH:30][C:31]5[S:32][C:33]6[CH:39]=[C:38]([F:40])[C:37]([F:41])=[CH:36][C:34]=6[N:35]=5)[CH:23]=[CH:24][CH:25]=4)[CH2:20]3)=[CH:17][CH:18]=2)[CH:10]=[N:9]1)[C:2]1[CH:7]=[CH:6][CH:5]=[CH:4][CH:3]=1. Procedure details: To a solution of EXAMPLE 7D (0.085 g) in dichloromethane (0.5 mL) was added TFA (0.5 mL) and the reaction was stirred overnight. The reaction mixture was concentrated and dried to provide the title compound. 1H NMR (300 MHz, dimethylsulfoxide-d6) δ ppm 12.98 (s, 1H), 8.20 (dd, 1H), 7.93-7.83 (m, 2H), 7.70 (d, 1H), 7.58 (dd, 2H), 7.47-7.19 (m, 7H), 6.94 (d, 1H), 5.32 (s, 2H), 4.93 (s, 2H), 3.86 (t, 2H), 2.99 (t, 2H).